From a dataset of the Open Reaction Database (ORD), a public repository of structured organic reaction records. describe an organic reaction: reactants, conditions, products, and yield Reactants: C[Si](N[Si](C)(C)C)(C)C.[Li] (lithium hexamethyldisilazane), solution, CON(C(C1=CC=CC=C1)=O)C (N-methoxy-N-methylbenzamide), C(C1=CC=CC=C1)OC=1C=C(C=CC1)C#C (3-benzyloxyphenylacetylene). The solvent is O1CCCC1 (tetrahydrofuran), O1CCCC1 (tetrahydrofuran), O1CCCC1 (tetrahydrofuran). Run at temperature 0 celsius, time 45 minute. The product is C1(=CC=CC=C1)C(C#CC1=CC(=CC=C1)OCC1=CC=CC=C1)=O (1-Phenyl-3-(3-benzyloxyphenyl)-2-propyne-1-one). Yield: 57.0%. As a reaction SMILES: C[Si](C)(C)N[Si](C)(C)C.[Li].[CH2:11]([O:18][C:19]1[CH:20]=[C:21]([C:25]#[CH:26])[CH:22]=[CH:23][CH:24]=1)[C:12]1[CH:17]=[CH:16][CH:15]=[CH:14][CH:13]=1.CON(C)[C:30](=[O:37])[C:31]1[CH:36]=[CH:35][CH:34]=[CH:33][CH:32]=1>O1CCCC1>[C:31]1([C:30](=[O:37])[C:26]#[C:25][C:21]2[CH:22]=[CH:23][CH:24]=[C:19]([O:18][CH2:11][C:12]3[CH:13]=[CH:14][CH:15]=[CH:16][CH:17]=3)[CH:20]=2)[CH:36]=[CH:35][CH:34]=[CH:33][CH:32]=1 |f:0.1,^1:9|. Procedure details: Place lithium hexamethyldisilazane (15 mL of a 1M solution in tetrahydrofuran, 15 mmol) and tetrahydrofuran (75 mL) under an argon atmosphere and cool with an ice-water bath. Add, by dropwise addition, a solution of 3-benzyloxyphenylacetylene (3.13 g, 15 mmol) in tetrahydrofuran. Stir at 0° C. for 45 minutes, then add, by dropwise addition, N-methoxy-N-methylbenzamide (2.45 mL, 16 mmol). Remove the cooling bath and stir at room temperature for 1 hour. Partition between ethyl ether and water, sep... The product is CC=C(Cc1ccccc1)NNC(=O)OC(C)(C)C. Reaction SMILES: [C:12]([NH:13][NH2:14])(=[O:15])[O:16][C:17]([CH3:18])([CH3:19])[CH3:20].[C:21]([O-:22])(=[O:23])[NH:24][NH2:25].[CH3:26][CH2:27][CH2:28][CH2:29][CH2:30][CH3:31].[c:1]1([CH:7]=[CH:8][C:9]([CH3:10])=[O:11])[cH:2][cH:3][cH:4][cH:5][cH:6]1>>[c:1]1([CH2:7][C:8](=[CH:9][CH3:10])[NH:14][NH:13][C:12](=[O:15])[O:16][C:17]([CH3:18])([CH3:19])[CH3:20])[cH:2][cH:3][cH:4][cH:5][cH:6]1. Reactants: CC(C)(C)OC(=O)NN, NNC(=O)[O-], CCCCCC, CC(=O)C=Cc1ccccc1. Reactants: [Br-], CC(C)=CC(=O)C(F)(F)F, CCOCC, COc1ccccc1[Mg+], [Cu]I. RXN SMILES: [Br-:1].[CH3:11][C:12](=[CH:13][C:14]([C:15]([F:16])([F:17])[F:18])=[O:19])[CH3:20].[CH3:21][CH2:22][O:23][CH2:24][CH3:25].[CH3:2][O:3][c:4]1[c:5]([Mg+:10])[cH:6][cH:7][cH:8][cH:9]1.[Cu:26][I:27]>>[CH3:2][O:3][c:4]1[c:5]([C:12]([CH3:11])([CH2:13][C:14]([C:15]([F:16])([F:17])[F:18])=[O:19])[CH3:20])[cH:6][cH:7][cH:8][cH:9]1. Yields the product COc1ccccc1C(C)(C)CC(=O)C(F)(F)F. The reactants are COc1ccc(C(=O)O)cc1, CC(C)(C)OC(=O)N1CCC(CN)C1. Yields the product COc1ccc(C(=O)NCC2CCN(C(=O)OC(C)(C)C)C2)cc1. RXN SMILES: [CH3:15][O:16][c:17]1[cH:18][cH:19][c:20]([C:21](=[O:22])[OH:23])[cH:24][cH:25]1.[NH2:1][CH2:2][CH:3]1[CH2:4][N:5]([C:8](=[O:9])[O:10][C:11]([CH3:12])([CH3:13])[CH3:14])[CH2:6][CH2:7]1>>[NH:1]([CH2:2][CH:3]1[CH2:4][N:5]([C:8](=[O:9])[O:10][C:11]([CH3:12])([CH3:13])[CH3:14])[CH2:6][CH2:7]1)[C:21]([c:20]1[cH:19][cH:18][c:17]([O:16][CH3:15])[cH:25][cH:24]1)=[O:22]. The reactants are C(C=C)#N (acrylonitrile), C[Si](C)(C)CN=C([SH-]C)C1=CC=CC=C1 (N-(trimethylsilyl)methyl-S-methyl-benzenethioimidate). The solvent is C1CCOC1 (THF). Reaction conditions: temperature -5 celsius, time 30 minute. Product: C1(=CC=CC=C1)C1=NCC(C1)C#N (2-phenyl-1-pyrroline-4-carbonitrile). RXN SMILES: [C:1](#[N:4])[CH:2]=[CH2:3].C[Si]([CH2:9][N:10]=[C:11]([C:14]1[CH:19]=[CH:18][CH:17]=[CH:16][CH:15]=1)[SH-]C)(C)C>C1COCC1>[C:14]1([C:11]2[CH2:3][CH:2]([C:1]#[N:4])[CH2:9][N:10]=2)[CH:19]=[CH:18][CH:17]=[CH:16][CH:15]=1. Procedure details: A solution of acrylonitrile (0.65 mL; 0.01 mol) and N-(trimethylsilyl)methyl-S-methyl-benzenethioimidate (2.4 g; 0.01 mol) in THF (100 mL) is cooled to -5° C. in an ice-acetone bath. Under a nitrogen purge, a solution of tetrabutylammonium fluoride (1.0 mL of a 1N solution in THF) and THF (20 mL) is added dropwise over 30 minutes The solution is stirred another 30 minutes at -5° C., and then allowed to warm slowly to ambient. Stirring is continued another 18 hours, and then solvent is removed un... The reactants are C12C(C3CC(CC(C1)C3)C2)NC(=O)N2CC3(CCC2)C(C2=CC=CC=C2C3)=O (N-(2-adamantyl)-1-oxo-1,3-dihydrospiro[indene-2,3′-piperidine]-1′-carboxamide), [BH4-].[Na+] (NaBH4). Solvent: CO (MeOH). Reaction conditions: time 4 hour. Product: C12C(C3CC(CC(C1)C3)C2)NC(=O)N2CC3(CCC2)C(C2=CC=CC=C2C3)O (N-(2-adamantyl)-1-hydroxy-1,3-dihydrospiro[indene-2,3′-piperidine]-1′-carboxamide). The yield is 39.9%. As a reaction SMILES: [CH:1]12[CH2:10][CH:5]3[CH2:6][CH:7]([CH2:9][CH:3]([CH2:4]3)[CH:2]1[NH:11][C:12]([N:14]1[CH2:19][CH2:18][CH2:17][C:16]3([CH2:27][C:26]4[C:21](=[CH:22][CH:23]=[CH:24][CH:25]=4)[C:20]3=[O:28])[CH2:15]1)=[O:13])[CH2:8]2.[BH4-].[Na+]>CO>[CH:1]12[CH2:10][CH:5]3[CH2:6][CH:7]([CH2:9][CH:3]([CH2:4]3)[CH:2]1[NH:11][C:12]([N:14]1[CH2:19][CH2:18][CH2:17][C:16]3([CH2:27][C:26]4[C:21](=[CH:22][CH:23]=[CH:24][CH:25]=4)[CH:20]3[OH:28])[CH2:15]1)=[O:13])[CH2:8]2 |f:1.2|. Procedure: To a solution of N-(2-adamantyl)-1-oxo-1,3-dihydrospiro[indene-2,3′-piperidine]-1′-carboxamide (3.0 mg, 0.079 mmol) in MeOH (3 mL) was added NaBH4 (12 mg, 0.317 mmol) at 0° C. under nitrogen. The reaction mixture was stirred for 4 h under N2 at rt. The reaction mixture was evaporated to give a residue, which was purified by preparative HPLC to afford N-(2-adamantyl)-1-hydroxy-1,3-dihydrospiro[indene-2,3′-piperidine]-1′-carboxamide (12 mg, 40%). 1HNMR (CD3OD, 400 MHZ): δ=1.51-1.75 (m, 5H), 1.78˜1...